From a dataset of the Open Reaction Database (ORD), a public repository of structured organic reaction records. describe an organic reaction: reactants, conditions, products, and yield Starting materials: NC1(CN(CC1CO)C(=O)OCC1=CC=CC=C1)C=1SC=CC1 (benzyl 3-amino-4-(hydroxymethyl)-3-(2-thienyl)pyrrolidine-1-carboxylate), C(C1=CC=CC=C1)(=O)N=C=S (benzoyl isothiocyanate). Solvent: O1CCCC1 (tetrahydrofuran). Run at temperature 0 celsius, time 2 hour. The product is C(C1=CC=CC=C1)(=O)NC(=S)NC1(CN(CC1CO)C(=O)OCC1=CC=CC=C1)C=1SC=CC1 (Benzyl 3-(benzoylcarbamothioylamino)-4-(hydroxymethyl)-3-(2-thienyl)pyrrolidine-1-carboxylate). The yield is 95.0%. As a reaction SMILES: [NH2:1][C:2]1([C:19]2[S:20][CH:21]=[CH:22][CH:23]=2)[CH:6]([CH2:7][OH:8])[CH2:5][N:4]([C:9]([O:11][CH2:12][C:13]2[CH:18]=[CH:17][CH:16]=[CH:15][CH:14]=2)=[O:10])[CH2:3]1.[C:24]([N:32]=[C:33]=[S:34])(=[O:31])[C:25]1[CH:30]=[CH:29][CH:28]=[CH:27][CH:26]=1>O1CCCC1>[C:24]([NH:32][C:33]([NH:1][C:2]1([C:19]2[S:20][CH:21]=[CH:22][CH:23]=2)[CH:6]([CH2:7][OH:8])[CH2:5][N:4]([C:9]([O:11][CH2:12][C:13]2[CH:18]=[CH:17][CH:16]=[CH:15][CH:14]=2)=[O:10])[CH2:3]1)=[S:34])(=[O:31])[C:25]1[CH:30]=[CH:29][CH:28]=[CH:27][CH:26]=1. Reported procedure: A solution of benzyl 3-amino-4-(hydroxymethyl)-3-(2-thienyl)pyrrolidine-1-carboxylate (21 g, 63 mmol) in tetrahydrofuran (210 mL) at 0° C. is treated with benzoyl isothiocyanate (8.95 mL, 66.3 mmol. The resulting solution is stirred for 2 hours at 0° C. and quenched by adding an aqueous solution of sodium chloride and methyl-t-butyl ether. The organic layer is separated, dried over magnesium sulfate, and the solvent evaporated to give the title compound (30 g, 95%). ES/MS (m/e): 496 (M+H). The reactants are S(=O)(Cl)Cl (thionyl chloride), C(C)(=O)OC=1C=C(C(=O)O)C=CC1 (3-acetoxybenzoic acid). Product: C(C)(=O)OC1=CC(=CC=C1)C(=O)Cl (3-(chlorocarbonyl)phenyl acetate). Yield: 98.5%. RXN SMILES: S(Cl)([Cl:3])=O.[C:5]([O:8][C:9]1[CH:10]=[C:11]([CH:15]=[CH:16][CH:17]=1)[C:12](O)=[O:13])(=[O:7])[CH3:6]>>[C:5]([O:8][C:9]1[CH:17]=[CH:16][CH:15]=[C:11]([C:12]([Cl:3])=[O:13])[CH:10]=1)(=[O:7])[CH3:6]. Procedure details: Using the above procedure, reaction of with thionyl chloride (11.1 mL, 15.3 mmol) and 3-acetoxybenzoic acid (2.50 g, 13.9 mmol) gave 511 (2.72 g, 99%) as a colorless oil. This material was used in the next step without additional purification. Reactants: FC=1C(=CC=2N(C(C(=C(N2)N2CC(CCC2)O)/C=C/C(=O)OC(C)(C)C)=O)C1)CCC=1SC=C(N1)C(C)C (tert-butyl (E)-3-{7-fluoro-2-(3-hydroxypiperidino)-8-[2-(4-isopropyl-1,3-thiazol-2-yl)ethyl]-4-oxo-4H-pyrido[1,2-a]pyrimidin-3-yl}-2-propenoate), FC=1C(=CC=2N(C(C(=C(N2)N2CC(CCC2)O)/C=C/C(=O)OC(C)(C)C)=O)C1)CCC=1SC=C(N1)C(C)C (tert-Butyl (E)-3-{7-fluoro-2-(3-hydroxypiperidino)-8-[2-(4-isopropyl-1,3-thiazol-2-yl)ethyl]-4-oxo-4H-pyrido[1,2-a]pyrimidin-3-yl}-2-propenoate), CO.C(Cl)(Cl)Cl (methanol chloroform), C(=O)[O-].[Na+] (sodium formate), ClC(C(=O)N=C=O)(Cl)Cl (trichloroacetyl isocyanate), C(=O)[O-].[Na+] (sodium formate). Solvent: C(C)(=O)OCC (ethyl acetate). Reaction conditions: time 1 hour. Product: NC(=O)OC1CN(CCC1)C=1N=C2N(C(C1/C=C/C(=O)OC(C)(C)C)=O)C=C(C(=C2)CCC=2SC=C(N2)C(C)C)F (tert-Butyl (E)-3-{2-{3-[(aminocarbonyl)oxy]piperidino}-7-fluoro-8-[2-(4-isopropyl-1,3-thiazol-2-yl)ethyl]-4-oxo-4H-pyrido[1,2-a]pyrimidin-3-yl}-2-propenoate). Yield: 137.6%. RXN SMILES: [F:1][C:2]1[C:3]([CH2:29][CH2:30][C:31]2[S:32][CH:33]=[C:34]([CH:36]([CH3:38])[CH3:37])[N:35]=2)=[CH:4][C:5]2[N:6]([CH:28]=1)[C:7](=[O:27])[C:8](/[CH:18]=[CH:19]/[C:20]([O:22][C:23]([CH3:26])([CH3:25])[CH3:24])=[O:21])=[C:9]([N:11]1[CH2:16][CH2:15][CH2:14][CH:13]([OH:17])[CH2:12]1)[N:10]=2.ClC(Cl)(Cl)[C:41]([N:43]=C=O)=[O:42].CO.C(Cl)(Cl)Cl.C([O-])=O.[Na+]>C(OCC)(=O)C>[NH2:43][C:41]([O:17][CH:13]1[CH2:14][CH2:15][CH2:16][N:11]([C:9]2[N:10]=[C:5]3[CH:4]=[C:3]([CH2:29][CH2:30][C:31]4[S:32][CH:33]=[C:34]([CH:36]([CH3:38])[CH3:37])[N:35]=4)[C:2]([F:1])=[CH:28][N:6]3[C:7](=[O:27])[C:8]=2/[CH:18]=[CH:19]/[C:20]([O:22][C:23]([CH3:26])([CH3:25])[CH3:24])=[O:21])[CH2:12]1)=[O:42] |f:2.3,4.5|. Procedure details: The tert-butyl (E)-3-{7-fluoro-2-(3-hydroxypiperidino)-8-[2-(4-isopropyl-1,3-thiazol-2-yl)ethyl]-4-oxo-4H-pyrido[1,2-a]pyrimidin-3-yl}-2-propenoate (48.0 mg, 0.0885 mmol) obtained in Example 156, (M) was dissolved in ethyl acetate (3 ml), added with trichloroacetyl isocyanate (0.052 ml, 0.442 mmol) and stirred at room temperature for 1 hour. The reaction mixture was added with methanol:chloroform (1:10, 10 ml) and concentrated, and the resulting residue was dissolved in a mixed solvent of methan... The reactants are C1(=CC=CC=C1)C (toluene), C(C)(C)NC1=NC(=NC(=N1)NC(C)C)P(OCC)(=O)OCC (diethyl 2,4-bis(isopropylamino)-1,3,5-triazine-6-phosphonate), ClC(C)(Cl)Cl (1,1,1-trichloroethane). The solvent is O1CCOCC1 (1,4-dioxan). Yields the product ClC1=NC(=NC(=N1)NC(C)C)NC(C)C (2-chloro-4,6-bis(isopropylamino)-1,3,5-triazine). Yield: 12.0%. As a reaction SMILES: C1(C)C=CC=CC=1.[CH:8]([NH:11][C:12]1[N:17]=[C:16]([NH:18][CH:19]([CH3:21])[CH3:20])[N:15]=[C:14](P(OCC)(=O)OCC)[N:13]=1)([CH3:10])[CH3:9].[Cl:30]C(Cl)(Cl)C>O1CCOCC1>[Cl:30][C:14]1[N:13]=[C:12]([NH:11][CH:8]([CH3:10])[CH3:9])[N:17]=[C:16]([NH:18][CH:19]([CH3:21])[CH3:20])[N:15]=1. Reported procedure: Similar reactions, in which 1,1,1-trichloroethane (reflux 75° C.) and 1,4-dioxan (reflux 105° C.) were used as solvents instead of toluene, both gave diethyl 2,4-bis(isopropylamino)-1,3,5-triazine-6-phosphonate in 81% yield, together with 2-chloro-4,6-bis(isopropylamino)-1,3,5-triazine (yield 12-17%).